Dataset: the Open Reaction Database (ORD), a public repository of structured organic reaction records. Task: describe an organic reaction: reactants, conditions, products, and yield As a reaction SMILES: [F:1][C:2]1[C:15]([F:16])=[CH:14][C:5]([C:6]([CH2:8][C:9]([O:11][CH2:12][CH3:13])=[O:10])=[O:7])=[C:4]([N+:17]([O-:19])=[O:18])[CH:3]=1.[CH2:20]([O:22][CH:23]([O-])[O-])[CH3:21]>C(O)(=O)C>[F:1][C:2]1[C:15]([F:16])=[CH:14][C:5]([C:6]([C:8](=[CH:23][O:22][CH2:20][CH3:21])[C:9]([O:11][CH2:12][CH3:13])=[O:10])=[O:7])=[C:4]([N+:17]([O-:19])=[O:18])[CH:3]=1. Starting materials: FC1=CC(=C(C(=O)CC(=O)OCC)C=C1F)[N+](=O)[O-] (ethyl 4,5-difluoro-2-nitrobenzoylacetate), C(C)OC([O-])[O-] (ethylorthoformate). The product is FC1=CC(=C(C(=O)C(C(=O)OCC)=COCC)C=C1F)[N+](=O)[O-] (ethyl (4,5-difluoro-2-nitrobenzoyl)-3-ethoxyacrylate). The solvent is C(C)(=O)O (acetic acid). Reported procedure: To 3 ml of acetic acid anhydrous were added 3 g (0.01 mol) of ethyl 4,5-difluoro-2-nitrobenzoylacetate and 2.44 g (0.016 mol) of ethylorthoformate. Reactants: COC(=O)C1=CC(=C(C=C1)N(N)C(C)=O)[N+](=O)[O-] (4-methoxycarbonyl-2-nitro-N-acetylphenylhydrazine), [H][H] (hydrogen). Reagents/catalysts: [Pd] (palladium-on-carbon). The solvent is COC(C)O (methoxyethanol). Product: NC1=C(C=CC(=C1)C(=O)OC)N(N)C(C)=O (2-amino-4-methoxycarbonyl-N-acetylphenylhydrazine). Yield: 85.6%. Reaction SMILES: [CH3:1][O:2][C:3]([C:5]1[CH:10]=[CH:9][C:8]([N:11]([C:13](=[O:15])[CH3:14])[NH2:12])=[C:7]([N+:16]([O-])=O)[CH:6]=1)=[O:4].[H][H]>[Pd].COC(O)C>[NH2:16][C:7]1[CH:6]=[C:5]([C:3]([O:2][CH3:1])=[O:4])[CH:10]=[CH:9][C:8]=1[N:11]([C:13](=[O:15])[CH3:14])[NH2:12]. Procedure details: 2.5 g of 10% palladium-on-carbon catalyst were added to a solution of 25.3 g of 4-methoxycarbonyl-2-nitro-N-acetylphenylhydrazine in 380 ml of methoxyethanol and the mixture was hydrogenated in a shaking equipment until the hydrogen uptake ceased. After filtering off the catalyst, the filtrate was evaporated under reduced pressure and the residue was mixed with 100 ml of water. The separated crystals were filtered by suction, washed with water and dried at 80° C. Thus, 19.1 g (85.6%) of 2-amino-... The reactants are C(C=O)(=O)[O-].[Na+] (sodium glyoxylate), C(C)(=O)[O-].[NH4+] (ammonium acetate), C1(O)=C(O)C(O)=CC=C1 (pyrogallol). The solvent is O (water). Product: OC1=C(C=CC(=C1O)O)NCC(=O)O ((2,3,4-trihydroxyphenyl)glycine). The yield is 20.6%. As a reaction SMILES: [C:1]([O-:5])(=[O:4])[CH:2]=O.[Na+].C([O-])(=O)C.[NH4+:11].[C:12]1([CH:20]=[CH:19][CH:18]=[C:16]([OH:17])[C:14]=1[OH:15])[OH:13]>O>[OH:13][C:12]1[C:14]([OH:15])=[C:16]([OH:17])[CH:18]=[CH:19][C:20]=1[NH:11][CH2:2][C:1]([OH:5])=[O:4] |f:0.1,2.3|. Reported procedure: 36.9 g of sodium glyoxylate, 75 g of ammonium acetate, 81.5 g of pyrogallol and 130 ml of water are treated in the same manner as described in Example 1. 13.3 g of DL-(2,3,4-trihydroxyphenyl)glycine are thereby obtained as crystals. Yield: 20.6% M.p. 198°-203° C. (decomp.). The reactants are CCOCC, CCO, F[B-](F)(F)F, [H+], CCCCON=O, Nc1ccc2c(c1)Sc1cccc(-c3cc(=O)cc(N4CCOCC4)o3)c1S2, O. Yields the product O=c1cc(-c2cccc3c2Sc2ccc(O)cc2S3)oc(N2CCOCC2)c1. As a reaction SMILES: [CH3:42][CH2:43][O:44][CH2:45][CH3:46].[CH3:47][CH2:48][OH:49].[F:30][B-:31]([F:32])([F:33])[F:34].[H+:29].[N:35](=[O:36])[O:37][CH2:38][CH2:39][CH2:40][CH3:41].[NH2:1][c:2]1[cH:3][c:4]2[c:13]([cH:14][cH:15]1)[S:12][c:11]1[c:6]([cH:7][cH:8][cH:9][c:10]1-[c:16]1[o:17][c:18]([N:23]3[CH2:24][CH2:25][O:26][CH2:27][CH2:28]3)[cH:19][c:20](=[O:22])[cH:21]1)[S:5]2.[OH2:50]>>[c:2]1([OH:36])[cH:3][c:4]2[c:13]([cH:14][cH:15]1)[S:12][c:11]1[c:6]([cH:7][cH:8][cH:9][c:10]1-[c:16]1[o:17][c:18]([N:23]3[CH2:24][CH2:25][O:26][CH2:27][CH2:28]3)[cH:19][c:20](=[O:22])[cH:21]1)[S:5]2. Starting materials: O (water), CI (Methyl iodide), CN(C)CC1=CNC2=CC=C(C=C12)CNS(=O)(=O)C (N-[[3-[(dimethylamino)methyl]-1H-indol-5-yl]methyl]methanesulphonamide), [C-]#N.[K+] (potassium cyanide). Solvent: CS(=O)C (dimethyl sulphoxide). Reaction conditions: time 2 hour. Product: C(#N)CC1=CNC2=CC=C(C=C12)CNS(=O)(=O)C (N-[[3-(Cyanomethyl)-1H-indol-5-yl]methyl]methanesulphonamide). The yield is 17.1%. RXN SMILES: CI.CN([CH2:6][C:7]1[C:15]2[C:10](=[CH:11][CH:12]=[C:13]([CH2:16][NH:17][S:18]([CH3:21])(=[O:20])=[O:19])[CH:14]=2)[NH:9][CH:8]=1)C.[C-:22]#[N:23].[K+].O>CS(C)=O>[C:22]([CH2:6][C:7]1[C:15]2[C:10](=[CH:11][CH:12]=[C:13]([CH2:16][NH:17][S:18]([CH3:21])(=[O:19])=[O:20])[CH:14]=2)[NH:9][CH:8]=1)#[N:23] |f:2.3|. Procedure details: Methyl iodide (0.15 ml) was added to a stirred solution of N-[[3-[(dimethylamino)methyl]-1H-indol-5-yl]methyl]methanesulphonamide (0.5 g) in dimethyl sulphoxide (20 ml) followed by potassium cyanide (0.3 g) and the resulting solution stirred for 2 h, before pouring it into water (80 ml) and extracting with ethyl acetate (2×30 ml). The combined organic extracts were washed with water (30 ml), hydrochloric acid (2N, 30 ml) dried (Na2SO4) and evaporated to dryness to give a fawn foam which was puri... Starting materials: Cl.CN(C)CC1CCC2=C(C(=NO2)C2=C(C=CC=C2)F)C1=O (6,7-dihydro-5-dimethylaminomethyl-3-(2-fluorophenyl)-1,2-benzisoxazol-4(5H)-one hydrochloride), C(C)(=O)OCC (ethyl acetate), Cl.FC1=CC=C(C(=O)C2CCNCC2)C=C1 (4-(4-fluorobenzoyl)piperidine hydrochloride), C([O-])([O-])=O.[K+].[K+] (potassium carbonate). Run in O (water). The product is FC1=CC=C(C(=O)C2CCN(CC2)CC2CCC3=C(C(=NO3)C3=C(C=CC=C3)F)C2=O)C=C1 (6,7-dihydro-5-(4-(4-fluorobenzoyl)-1-piperidinyl)methyl-3-(2-fluorophenyl)-1,2-benzisoxazol-4(5H)-one). The yield is 46.5%. RXN SMILES: Cl.[CH3:2][N:3]([CH2:5][CH:6]1[C:21](=[O:22])[C:10]2[C:11]([C:14]3[CH:19]=[CH:18][CH:17]=[CH:16][C:15]=3[F:20])=[N:12][O:13][C:9]=2[CH2:8][CH2:7]1)[CH3:4].Cl.[F:24][C:25]1[CH:38]=[CH:37][C:28]([C:29]([CH:31]2[CH2:36]CNC[CH2:32]2)=[O:30])=[CH:27][CH:26]=1.C(=O)([O-])[O-].[K+].[K+].C(OCC)(=O)C>O>[F:24][C:25]1[CH:26]=[CH:27][C:28]([C:29]([CH:31]2[CH2:32][CH2:2][N:3]([CH2:5][CH:6]3[C:21](=[O:22])[C:10]4[C:11]([C:14]5[CH:19]=[CH:18][CH:17]=[CH:16][C:15]=5[F:20])=[N:12][O:13][C:9]=4[CH2:8][CH2:7]3)[CH2:4][CH2:36]2)=[O:30])=[CH:37][CH:38]=1 |f:0.1,2.3,4.5.6|. Procedure: To a solution consisting of 6,7-dihydro-5-dimethylaminomethyl-3-(2-fluorophenyl)-1,2-benzisoxazol-4(5H)-one hydrochloride (1.86 g) in distilled water (18.5 ml) was added 4-(4-fluorobenzoyl)piperidine hydrochloride (2.78 g) and potassium carbonate (0.80 g). The reaction mixture was heated at reflux for 3 hours. Upon cooling to room temperature, ethyl acetate was added and the layers were separated. The aqueous phase was extracted twice with ethyl acetate. The combined organic layers were washed w... Reactants: C1CCOC1, C=CCC(=O)O, [O-]Cl, O=[N+]([O-])c1cccc(C=NO)c1, [Na+], O=C(O)CC(O)(CC(=O)O)C(=O)O. Yields the product O=C(O)CC1CC(c2cccc([N+](=O)[O-])c2)=NO1. As a reaction SMILES: [CH2:35]1[O:36][CH2:37][CH2:38][CH2:39]1.[CH:13](=[CH2:14])[CH2:15][C:16](=[O:17])[OH:18].[Cl:19][O-:20].[N+:1](=[O:2])([O-:3])[c:4]1[cH:5][c:6]([CH:7]=[N:8][OH:9])[cH:10][cH:11][cH:12]1.[Na+:21].[OH:22][C:23]([CH2:24][C:25]([C:26](=[O:27])[OH:28])([CH2:29][C:30](=[O:31])[OH:32])[OH:33])=[O:34]>>[N+:1](=[O:2])([O-:3])[c:4]1[cH:5][c:6]([C:7]2=[N:8][O:9][CH:13]([CH2:15][C:16](=[O:17])[OH:18])[CH2:14]2)[cH:10][cH:11][cH:12]1.